From a dataset of the Open Reaction Database (ORD), a public repository of structured organic reaction records. describe an organic reaction: reactants, conditions, products, and yield The reactants are ClC=1C=CC(=C(C(=O)N)C1)O (5-chloro-2-hydroxybenzamide), N1=CC=CC=C1 (pyridine), ice, Cl (hydrochloric acid), ClC(=O)OCC (Ethyl chloroformate). Solvent: C(C)#N (acetonitrile), O (water). Conditions: temperature 95 celsius, time 30 minute. Yields the product ClC=1C=CC2=C(C(NC(O2)=O)=O)C1 (6-chloro-2H-1,3-benzoxazine-2,4(3H)-dione). The yield is 85.3%. RXN SMILES: [Cl:1][C:2]1[CH:3]=[CH:4][C:5]([OH:11])=[C:6]([CH:10]=1)[C:7]([NH2:9])=[O:8].N1C=CC=CC=1.Cl[C:19](OCC)=[O:20].Cl>O.C(#N)C>[Cl:1][C:2]1[CH:3]=[CH:4][C:5]2[O:11][C:19](=[O:20])[NH:9][C:7](=[O:8])[C:6]=2[CH:10]=1. Procedure details: A solution of 10 g of 5-chloro-2-hydroxybenzamide (58.0 mmol), pyridine (22 ml) and acetonitrile (25 ml) was stirred in an ice bath. Ethyl chloroformate (6.1 ml, 0.0638 mol) was added dropwise. The pink solution was stirred for 30 minutes at <10° C. The ice bath was replaced with an oil bath. The reaction mixture was heated to 95° C. and the volatiles were distilled off (43 ml). The reaction was cooled to room temperature, causing a white solid to form. The mixture was poured into water (100 ml)... Reactants: ClC1=C(C=CC(=C1)Cl)C=1N=C(C(=NC1CC)N[C@H]1[C@H](CC2=CC=CC=C12)OCC)CC (5-(2,4-dichlorophenyl)-N-[(1R,2S)-2-ethoxy-2,3-dihydro-1H-inden-1-yl]-3,6-diethylpyrazin-2-amine), ClC1=C(C=CC(=C1)Cl)C=1N=C(C(=NC1C)N[C@H]1[C@H](CC2=CC=CC=C12)O)CC ((1R,2S)-1-{[5-(2,4-dichlorophenyl)-3-ethyl-6-methylpyrazin-2-yl]amino}-2,3-dihydro-1H-inden-2-ol). The product is ClC1=C(C=CC(=C1)Cl)C=1N=C(C(=NC1C)N[C@H]1[C@H](CC2=CC=CC=C12)OCC)CC (5-(2,4-dichlorophenyl)-N-[(1R,2S)-2-ethoxy-2,3-dihydro-1H-inden-1-yl]-3-ethyl-6-methylpyrazin-2-amine). As a reaction SMILES: [Cl:1][C:2]1[CH:7]=[C:6]([Cl:8])[CH:5]=[CH:4][C:3]=1[C:9]1[N:10]=[C:11]([CH2:30][CH3:31])[C:12]([NH:17][C@@H:18]2[C:26]3[C:21](=[CH:22][CH:23]=[CH:24][CH:25]=3)[CH2:20][C@@H:19]2[O:27][CH2:28][CH3:29])=[N:13][C:14]=1[CH2:15]C.ClC1C=C(Cl)C=CC=1C1N=C(CC)C(N[C@@H]2C3C(=CC=CC=3)C[C@@H]2O)=NC=1C>>[Cl:1][C:2]1[CH:7]=[C:6]([Cl:8])[CH:5]=[CH:4][C:3]=1[C:9]1[N:10]=[C:11]([CH2:30][CH3:31])[C:12]([NH:17][C@@H:18]2[C:26]3[C:21](=[CH:22][CH:23]=[CH:24][CH:25]=3)[CH2:20][C@@H:19]2[O:27][CH2:28][CH3:29])=[N:13][C:14]=1[CH3:15]. Reported procedure: Following the procedure for the preparation of 5-(2,4-dichlorophenyl)-N-[(1R,2S)-2-ethoxy-2,3-dihydro-1H-inden-1-yl]-3,6-diethylpyrazin-2-amine but substituting (1R,2S)-1-{[5-(2,4-dichlorophenyl)-3-ethyl-6-methylpyrazin-2-yl]amino}-2,3-dihydro-1H-inden-2-ol and making non-critical variations provided the title compound as a solid: MS (ESI+) for C24H25Cl2N3O m/z 443 (M+H)+. Starting materials: C1(=CC=CC2=CC=CC=C12)C(=O)N1CC(C(C1)CCO)CN1CCC(CC1)C1=CC=C(C=C1)F (1-(1-naphthoyl)-3-(RS)-(4-(4-fluorophenyl)piperidinylmethyl)-4-(SR)-hydroxyethylpyrrolidine), C(Cl)Cl (CH2Cl2), C1CCOC1 (THF), FC(C(=O)O)(F)F (trifluoroacetic acid), C(Cl)Cl (CH2Cl2). The reagents and catalysts are CC(=O)[O-].CC(=O)[O-].[Cu+2] (Cu(OAc)2). Reaction conditions: time 10 minute. The product is C1(=CC=CC2=CC=CC=C12)C(=O)N1CC(C(C1)COC1=CC=CC=C1)CN1CCC(CC1)C1=CC=C(C=C1)F (1-(1-Naphthoyl)-3-(RS)-(4-(4-fluorophenyl)piperidinylmethyl)-4-(SR)-(phenoxymethyl)pyrrolidine). As a reaction SMILES: [CH2:1]1[CH2:5][O:4][CH2:3][CH2:2]1.F[C:7](F)(F)[C:8](O)=O.[C:13]1([C:23]([N:25]2[CH2:29][CH:28](CCO)[CH:27]([CH2:33][N:34]3[CH2:39][CH2:38][CH:37]([C:40]4[CH:45]=[CH:44][C:43]([F:46])=[CH:42][CH:41]=4)[CH2:36][CH2:35]3)[CH2:26]2)=[O:24])[C:22]2[C:17](=[CH:18][CH:19]=[CH:20][CH:21]=2)[CH:16]=[CH:15][CH:14]=1.[CH2:47](Cl)Cl>CC([O-])=O.CC([O-])=O.[Cu+2]>[C:13]1([C:23]([N:25]2[CH2:29][CH:28]([CH2:3][O:4][C:5]3[CH:1]=[CH:2][CH:8]=[CH:7][CH:47]=3)[CH:27]([CH2:33][N:34]3[CH2:39][CH2:38][CH:37]([C:40]4[CH:45]=[CH:44][C:43]([F:46])=[CH:42][CH:41]=4)[CH2:36][CH2:35]3)[CH2:26]2)=[O:24])[C:22]2[C:17](=[CH:18][CH:19]=[CH:20][CH:21]=2)[CH:16]=[CH:15][CH:14]=1 |f:4.5.6|. Reported procedure: A solution of 0.062 g (0.14 mmol) of Ph3Bi (Aldrich) in 1 mL of CH2Cl2 and 0.65 mL of THF at rt was added 0.027 mL (0.18 mmol) of trifluoroacetic acid and the reaction mixture was stirred for 10 min. This solution was added to a solution of 0.046 g (0.1 mmol) of 1-(1-naphthoyl)-3-(RS)-(4-(4-fluorophenyl)piperidinylmethyl)-4-(SR)-hydroxyethylpyrrolidine in 1 mL of CH2Cl2. To this reaction mixture was added 0.0083 g (0.046 mmol) of Cu(OAc)2 and the reaction mixture was stirred at 40° C. for 72 h. ...